This data is from the Open Reaction Database (ORD), a public repository of structured organic reaction records. The task is: describe an organic reaction: reactants, conditions, products, and yield The reactants are ClC=1C=C(C(=O)OO)C=CC1 (3-chloroperoxybenzoic acid), ClCCN(C=1C=CC(=C(C1)C[C@H](CC(=O)OC(C)(C)C)NC(=O)OC(C)(C)C)C)CCCl (tert-Butyl(3R)-4-[5-[bis(2-chloroethyl)amino]-2-methyl-phenyl]-3-(tert-butoxycarbonylamino)butanoate), ClCCl (dichloromethane). Yields the product C(C)(C)(C)OC(=O)N[C@@H](CC(=O)OC(C)(C)C)CC1=C(C=CC(=C1)N(CCCl)OCCCl)C (tert-Butyl(3R)-3-(tert-butoxycarbonylamino)-4-[5-(2-chloroethoxy(2-chloroethyl)amino)-2-methyl-phenyl]butanoate). RXN SMILES: ClC1C=[C:4](C=CC=1)[C:5]([O:7]O)=O.ClCC[N:15]([CH2:41][CH2:42][Cl:43])[C:16]1[CH:17]=[CH:18][C:19]([CH3:40])=[C:20]([CH2:22][C@@H:23]([NH:32][C:33]([O:35][C:36]([CH3:39])([CH3:38])[CH3:37])=[O:34])[CH2:24][C:25]([O:27][C:28]([CH3:31])([CH3:30])[CH3:29])=[O:26])[CH:21]=1.[Cl:44]CCl>>[C:36]([O:35][C:33]([NH:32][C@H:23]([CH2:22][C:20]1[CH:21]=[C:16]([N:15]([O:7][CH2:5][CH2:4][Cl:44])[CH2:41][CH2:42][Cl:43])[CH:17]=[CH:18][C:19]=1[CH3:40])[CH2:24][C:25]([O:27][C:28]([CH3:31])([CH3:29])[CH3:30])=[O:26])=[O:34])([CH3:38])([CH3:39])[CH3:37]. Procedure: Adapting literature known protocols (Tercel, et al., J. Med. Chem. 1995, 38, 1247-1252; Kirkpatrick, U.S. Pat. No. 5,602,278; Kirkpatrick, et al., Anti-Cancer Drugs, 1994, 5, 467-472; and Kirkpatrick, et al., U.S. Pat. No. 7,399,785), tert-butyl(3R)-3-(tert-butoxycarbonylamino)-4-[5-(2-chloroethoxy(2-chloroethyl)amino)-2-methyl-phenyl]butanoate (21a) is prepared by adding 3-chloroperoxybenzoic acid (1.42 g, 80 wt-%, 6.6 mmol) to a solution of tert-butyl(3R)-4-[5-[bis(2-chloroethyl)amino]-2-methy... The reactants are C([O-])(O)=O.[Na+] (sodium bicarbonate), N1C(C(=O)OCC2=CC=CC=C2)CCCC1 (Benzyl pipecolate). Solvent: C(C)(=O)OCC (ethyl acetate). Yields the product N1[C@H](C(=O)OCC2=CC=CC=C2)CCCC1 ((S)-Benzyl Pipecolate). Reaction SMILES: [NH:1]1[CH2:16][CH2:15][CH2:14][CH2:13][CH:2]1[C:3]([O:5][CH2:6][C:7]1[CH:12]=[CH:11][CH:10]=[CH:9][CH:8]=1)=[O:4].C(=O)(O)[O-].[Na+]>C(OCC)(=O)C>[NH:1]1[CH2:16][CH2:15][CH2:14][CH2:13][C@H:2]1[C:3]([O:5][CH2:6][C:7]1[CH:8]=[CH:9][CH:10]=[CH:11][CH:12]=1)=[O:4] |f:1.2|. Reported procedure: Benzyl pipecolate was routinely generated by treating an ethyl acetate suspension of this salt with saturated sodium bicarbonate until dissolution of the organic material. The aqueous layer was extracted twice with ethyl acetate and the combined organic extracts were dried with MgSO4 and evaporated to yield (S)-Benzyl pipecolate (15) as a pale yellow oil. Starting materials: P(=O)(O)(O)[O-].[K+] (potassium dihydrogenphosphate), [OH-].[Na+] (NaOH), [Cl-].[Na+] (sodium chloride), [OH-].[Na+] (NaOH), CC(C=C)C(O)C=1OC=CC1 (α-Methylallyl-2-furylcarbinol). Solvent: O (Water). Reaction conditions: temperature 150 celsius. The product is CC(C=C)C=1C(CC(C1)O)=O (2-(α-methylallyl)-4-hydroxy-2-cyclopentenone). RXN SMILES: P([O-])(O)(O)=O.[K+].[OH-:7].[Na+].[CH3:9][CH:10]([CH:13]([C:15]1[O:16][CH:17]=[CH:18][CH:19]=1)O)[CH:11]=[CH2:12].[Cl-].[Na+]>O>[CH3:9][CH:10]([C:13]1[C:15](=[O:16])[CH2:19][CH:18]([OH:7])[CH:17]=1)[CH:11]=[CH2:12] |f:0.1,2.3,5.6|. Procedure details: Water (500 ml) and potassium dihydrogenphosphate (2.0 g) were placed in an autoclave, and the mixture was adjusted to pH 5.1 with an aqueous 1N NaOH solution at 30° C. α-Methylallyl-2-furylcarbinol (15 g) was then added, and the mixture was heated at 150° C. for 5.5 hours while stirring. After cooling, the reaction mixture was adjusted to pH 7.1 with an aqueous 1N NaOH solution at 30° C. and re-heated at 150° C. for 5 hours while stirring. After completion of the reaction, the mixture was admixe... The reactants are Br, CO, CNC(=O)On1c(C(F)(F)F)nc2cc(Cl)c(Cl)cc21. The product is FC(F)(F)c1nc2cc(Cl)c(Cl)cc2[nH]1. Reaction SMILES: [BrH:1].[CH3:22][OH:23].[CH3:2][NH:3][C:4]([O:5][n:7]1[c:8]([C:18]([F:19])([F:20])[F:21])[n:9][c:10]2[c:11]1[cH:12][c:13]([Cl:17])[c:14]([Cl:16])[cH:15]2)=[O:6]>>[nH:7]1[c:8]([C:18]([F:19])([F:20])[F:21])[n:9][c:10]2[c:11]1[cH:12][c:13]([Cl:17])[c:14]([Cl:16])[cH:15]2. Starting materials: OC1=NC2=CC=CC=C2C(=C1)NCCC1=CC=CC=C1 (2-hydroxy-N-(2-phenylethyl)-4-quinolinamine), O=P(Cl)(Cl)Cl (POCl3). The product is ClC1=NC2=CC=CC=C2C(=C1)NCCC1=CC=CC=C1 (2-Chloro-N-(2-phenylethyl)-4-quinolinamine). The yield is 85.9%. Reaction SMILES: O[C:2]1[CH:11]=[C:10]([NH:12][CH2:13][CH2:14][C:15]2[CH:20]=[CH:19][CH:18]=[CH:17][CH:16]=2)[C:9]2[C:4](=[CH:5][CH:6]=[CH:7][CH:8]=2)[N:3]=1.O=P(Cl)(Cl)[Cl:23]>>[Cl:23][C:2]1[CH:11]=[C:10]([NH:12][CH2:13][CH2:14][C:15]2[CH:20]=[CH:19][CH:18]=[CH:17][CH:16]=2)[C:9]2[C:4](=[CH:5][CH:6]=[CH:7][CH:8]=2)[N:3]=1. Procedure details: To 0.6 g of 2-hydroxy-N-(2-phenylethyl)-4-quinolinamine was added 15 mL of POCl3. The mixture was heated to reflux overnight, then cooled and concentrated to dryness. A mixture of ammonium hydroxide in water was added, then the product was extracted into CH2Cl2. This solution was concentrated to dryness, and the product was recrystallized from pentane/CH2Cl2, giving 0.55 g of the title product. Yield 85.9%. M.P. 132°-133° C.